This data is from the Open Reaction Database (ORD), a public repository of structured organic reaction records. The task is: describe an organic reaction: reactants, conditions, products, and yield Yields the product C(C)C(C(C1=CC=C(C=C1)OC)=O)C1=CC=CC=C1 (α-ethyl-4-methoxydesoxybenzoin). Reported procedure: 4-(β-Dimethylaminoethoxy)-α-ethyldesoxybenzoin (b.p. 162° C./0.075 mm.) may be obtained from α-ethyl-4-hydroxydesoxybenzoin by an analogous procedure to that described below for the preparation of 4-(β-dimethylaminoethoxy)-α-methyldesoxybenzoin, and α-ethyl-4-hydroxydesoxybenzoin itself (m.p. 122°-124° C.) may be obtained from α-ethyl-4-methoxydesoxybenzoin by an analogous procedure to that described below for the preparation of 4-hydroxy-α-methyldesoxybenzoin. Reaction SMILES: CN(C)C[CH2:4][O:5][C:6]1[CH:11]=[CH:10][C:9]([C:12]([CH:14]([CH3:21])[C:15]2[CH:20]=[CH:19][CH:18]=[CH:17][CH:16]=2)=[O:13])=[CH:8][CH:7]=1.[CH2:23](C(C1C=CC=CC=1)C(=O)C1C=CC(O)=CC=1)C>>[CH2:21]([CH:14]([C:15]1[CH:20]=[CH:19][CH:18]=[CH:17][CH:16]=1)[C:12](=[O:13])[C:9]1[CH:10]=[CH:11][C:6]([O:5][CH3:4])=[CH:7][CH:8]=1)[CH3:23]. Starting materials: CN(CCOC1=CC=C(C=C1)C(=O)C(C1=CC=CC=C1)C)C (4-(β-dimethylaminoethoxy)-α-methyldesoxybenzoin), C(C)C(C(C1=CC=C(C=C1)O)=O)C1=CC=CC=C1 (α-ethyl-4-hydroxydesoxybenzoin).